Dataset: the Open Reaction Database (ORD), a public repository of structured organic reaction records. Task: describe an organic reaction: reactants, conditions, products, and yield Starting materials: C([O-])(O)=O.[Na+] (sodium bicarbonate), S(=O)([O-])S(=O)[O-].[Na+].[Na+] (sodium hydrosulfite), COC1=C(C(=C(C(=C1)C=C(C)[N+](=O)[O-])OC)C)C (1,4-dimethoxy-2,3-dimethyl-5-(2-nitro-1-propenyl)benzene), [H-].[Al+3].[Li+].[H-].[H-].[H-] (lithium aluminum hydride), [N+](=O)([O-])[O-].[Ce+4].[NH4+].[NH4+].[N+](=O)([O-])[O-].[N+](=O)([O-])[O-].[N+](=O)([O-])[O-].[N+](=O)([O-])[O-].[N+](=O)([O-])[O-] (diammonium cerium (IV) nitrate). The solvent is C(C)(=O)OCC (ethyl acetate), C1CCOC1 (THF), O (water), C(C)#N (acetonitrile), O (water), O (water), C(C)#N (acetonitrile), C(C)(=O)OCC (ethyl acetate). Conditions: time 2 hour. Yields the product CC1NC2=C(C(=C(C=C2C1)O)C)C (2,3-dihydro-2,6,7-trimethyl-1H-indole-5-ol). Yield: 44.6%. RXN SMILES: C[O:2][C:3]1[CH:8]=[C:7]([CH:9]=[C:10]([N+:12]([O-])=O)[CH3:11])[C:6](OC)=[C:5]([CH3:17])[C:4]=1[CH3:18].[H-].[Al+3].[Li+].[H-].[H-].[H-].[N+]([O-])([O-])=O.[Ce+4].[NH4+].[NH4+].[N+]([O-])([O-])=O.[N+]([O-])([O-])=O.[N+]([O-])([O-])=O.[N+]([O-])([O-])=O.[N+]([O-])([O-])=O.C(=O)(O)[O-].[Na+].S(S([O-])=O)([O-])=O.[Na+].[Na+]>C1COCC1.C(OCC)(=O)C.C(#N)C.O>[CH3:11][CH:10]1[CH2:9][C:7]2[C:6](=[C:5]([CH3:17])[C:4]([CH3:18])=[C:3]([OH:2])[CH:8]=2)[NH:12]1 |f:1.2.3.4.5.6,7.8.9.10.11.12.13.14.15,16.17,18.19.20|. Reported procedure: To a solution of 1,4-dimethoxy-2,3-dimethyl-5-(2-nitro-1-propenyl)benzene (2.51 g, 9.99 mmol) in THF (35 mL) was added lithium aluminum hydride (1.0 g, 26 mmol) under ice-cooling, and the mixture was heated to reflux for 6 hours. Hyflo Super-Cel® (5 g) was added to the reaction mixture, and water (1.5 mL) was added dropwise under ice-cooling. The resulting mixture was suspended in ethyl acetate, filtered, concentrated under the reduced pressure to obtain an oil. This was dissolved in acetonitril... The reactants are Cl.C(C1=CC=CC=C1)OC=1C=C(C=CC1OC)C=1C(C(N(N1)C1CCNCC1)=O)(C)C (5-[3-(benzyloxy)-4-methoxyphenyl]-4,4-dimethyl-2-(piperidin-4-yl)-2,4-dihydro-3H-pyrazol-3-one hydrochloride), Cl.C(C1=CC=CC=C1)OC=1C=C(C=CC1OC)C=1C(C(N(N1)C1CCNCC1)=O)(C)C (5-[3-(benzyloxy)-4-methoxyphenyl]-4,4-dimethyl-2-(piperidin-4-yl)-2,4-dihydro-3H-pyrazol-3-one hydrochloride), CC=1C=C(C=CC1)S(=O)(=O)Cl (3-methylbenzenesulfonyl chloride). Yields the product C(C1=CC=CC=C1)OC=1C=C(C=CC1OC)C=1C(C(N(N1)C1CCN(CC1)S(=O)(=O)C1=CC(=CC=C1)C)=O)(C)C (5-[3-(Benzyloxy)-4-methoxyphenyl]-4,4-dimethyl-2-{1-[(3-methylphenyl)sulfonyl]piperidin-4-yl}-2,4-dihydro-3H-pyrazol-3-one). Reaction SMILES: Cl.[CH2:2]([O:9][C:10]1[CH:11]=[C:12]([C:18]2[C:19]([CH3:31])([CH3:30])[C:20](=[O:29])[N:21]([CH:23]3[CH2:28][CH2:27][NH:26][CH2:25][CH2:24]3)[N:22]=2)[CH:13]=[CH:14][C:15]=1[O:16][CH3:17])[C:3]1[CH:8]=[CH:7][CH:6]=[CH:5][CH:4]=1.[CH3:32][C:33]1[CH:34]=[C:35]([S:39](Cl)(=[O:41])=[O:40])[CH:36]=[CH:37][CH:38]=1>>[CH2:2]([O:9][C:10]1[CH:11]=[C:12]([C:18]2[C:19]([CH3:31])([CH3:30])[C:20](=[O:29])[N:21]([CH:23]3[CH2:24][CH2:25][N:26]([S:39]([C:35]4[CH:36]=[CH:37][CH:38]=[C:33]([CH3:32])[CH:34]=4)(=[O:41])=[O:40])[CH2:27][CH2:28]3)[N:22]=2)[CH:13]=[CH:14][C:15]=1[O:16][CH3:17])[C:3]1[CH:4]=[CH:5][CH:6]=[CH:7][CH:8]=1 |f:0.1|. Procedure details: The title compound is prepared analogously as described for GP1 using 5-[3-(benzyloxy)-4-methoxyphenyl]-4,4-dimethyl-2-(piperidin-4-yl)-2,4-dihydro-3H-pyrazol-3-one hydrochloride (compound B4*HCl) and 3-methylbenzenesulfonyl chloride as starting compounds. The crude product is purified by crystallization from methanol to yield the title compound. Reactants: COC(=O)CC=C(C(=O)c1ccc(OC)cc1)c1ccc(OC)cc1, CO, Cl, NO, O. The product is COC(=O)CC=C(C(=NO)c1ccc(OC)cc1)c1ccc(OC)cc1. RXN SMILES: [CH3:1][O:2][c:3]1[cH:4][cH:5][c:6]([C:9](=[CH:10][CH2:11][C:12](=[O:13])[O:14][CH3:15])[C:16](=[O:17])[c:18]2[cH:19][cH:20][c:21]([O:24][CH3:25])[cH:22][cH:23]2)[cH:7][cH:8]1.[CH3:29][OH:30].[ClH:26].[NH2:27][OH:28].[OH2:31]>>[CH3:1][O:2][c:3]1[cH:4][cH:5][c:6]([C:9](=[CH:10][CH2:11][C:12](=[O:13])[O:14][CH3:15])[C:16]([c:18]2[cH:19][cH:20][c:21]([O:24][CH3:25])[cH:22][cH:23]2)=[N:27][OH:28])[cH:7][cH:8]1. Reactants: CCCC[N+](CCCC)(CCCC)CCCC, [Cl-], ClCCl, N#Cc1cc(OCc2cc(F)cc(F)c2)ccc1[N+](=O)[O-], [Na+], [OH-], O. The product is N#Cc1cc(OCc2cc(F)cc(F)c2)ccc1N. RXN SMILES: [CH3:26][CH2:27][CH2:28][CH2:29][N+:30]([CH2:31][CH2:32][CH2:33][CH3:34])([CH2:35][CH2:36][CH2:37][CH3:38])[CH2:39][CH2:40][CH2:41][CH3:42].[Cl-:25].[Cl:43][CH2:44][Cl:45].[F:1][c:2]1[cH:3][c:4]([CH2:5][O:6][c:7]2[cH:8][cH:9][c:10]([N+:15]([O-:16])=[O:17])[c:11]([C:12]#[N:13])[cH:14]2)[cH:18][c:19]([F:21])[cH:20]1.[Na+:23].[OH-:22].[OH2:24]>>[F:1][c:2]1[cH:3][c:4]([CH2:5][O:6][c:7]2[cH:8][cH:9][c:10]([NH2:15])[c:11]([C:12]#[N:13])[cH:14]2)[cH:18][c:19]([F:21])[cH:20]1. RXN SMILES: [CH2:4]([O:5][C:7]([C:8]([CH2:9][CH2:10][CH2:11][CH2:12][NH:13][CH2:14][c:15]1[cH:16][c:17]([F:21])[cH:18][cH:19][cH:20]1)=[CH:22][c:23]1[cH:24][c:25]([O:35][CH3:36])[c:26](-[n:29]2[cH:30][n:31][c:32]([CH3:34])[cH:33]2)[cH:27][cH:28]1)=[O:37])[CH3:6].[CH3:1][CH2:2][OH:3].[CH3:41][CH2:42][O:43][C:44](=[O:45])[CH3:46].[ClH:40].[Na+:39].[OH-:38]>>[C:7]1(=[O:37])[C:8](=[CH:22][c:23]2[cH:24][c:25]([O:35][CH3:36])[c:26](-[n:29]3[cH:30][n:31][c:32]([CH3:34])[cH:33]3)[cH:27][cH:28]2)[CH2:9][CH2:10][CH2:11][CH2:12][N:13]1[CH2:14][c:15]1[cH:16][c:17]([F:21])[cH:18][cH:19][cH:20]1. The product is COc1cc(C=C2CCCCN(Cc3cccc(F)c3)C2=O)ccc1-n1cnc(C)c1. Starting materials: CCOC(=O)C(=Cc1ccc(-n2cnc(C)c2)c(OC)c1)CCCCNCc1cccc(F)c1, CCO, CCOC(C)=O, Cl, [Na+], [OH-]. The reactants are O.OC1=CC=CC=2NN=NC21 (hydroxybenzotriazole hydrate), C(C)(C)(C)OC(NC(C)(C)C1=CC(=CC=C1)N)=O ([1-(3-amino-phenyl)-1-methyl-ethyl]-carbamic acid tert-butyl ester), BrC1=CC(=C(C=C1)CC(=O)O)F ((4-bromo-2-fluoro-phenyl)acetic acid), Cl.CN(CCCN=C=NCC)C (1-[3-(dimethylamino)propyl]-3-ethylcarbodiimide hydrochloride). Solvent: C(Cl)(Cl)Cl (chloroform), CC=C(C)C (amylene), ClCCl (dichloromethane). Reaction conditions: time 40 minute. The product is C(C)(C)(C)OC(NC(C)(C)C1=CC(=CC=C1)NC(CC1=C(C=C(C=C1)Br)F)=O)=O ((1-{3-[2-(4-Bromo-2-fluoro-phenyl)-acetylamino]-phenyl}-1-methyl-ethyl)-carbamic acid tert-butyl ester). The yield is 71.0%. RXN SMILES: [Br:1][C:2]1[CH:7]=[CH:6][C:5]([CH2:8][C:9]([OH:11])=O)=[C:4]([F:12])[CH:3]=1.O.OC1C2N=NNC=2C=CC=1.Cl.CN(C)CCCN=C=NCC.[C:36]([O:40][C:41](=[O:53])[NH:42][C:43]([C:46]1[CH:51]=[CH:50][CH:49]=[C:48]([NH2:52])[CH:47]=1)([CH3:45])[CH3:44])([CH3:39])([CH3:38])[CH3:37]>CC=C(C)C.ClCCl.C(Cl)(Cl)Cl>[C:36]([O:40][C:41](=[O:53])[NH:42][C:43]([C:46]1[CH:51]=[CH:50][CH:49]=[C:48]([NH:52][C:9](=[O:11])[CH2:8][C:5]2[CH:6]=[CH:7][C:2]([Br:1])=[CH:3][C:4]=2[F:12])[CH:47]=1)([CH3:45])[CH3:44])([CH3:37])([CH3:38])[CH3:39] |f:1.2,3.4|. Procedure details: Dissolve (4-bromo-2-fluoro-phenyl)acetic acid (1.49 g, 6.39 mmol) in 25 mL amylene-stabilized chloroform and add hydroxybenzotriazole hydrate (0.95 g, 7.03 mmol), to give a slurry. Add 1-[3-(dimethylamino)propyl]-3-ethylcarbodiimide hydrochloride (1.47 g, 7.67 mmol) and stir the resulting clear solution at room temperature for 15 minutes. Add [1-(3-amino-phenyl)-1-methyl-ethyl]-carbamic acid tert-butyl ester and stir for 90 minutes at room temperature. Dilute reaction with 20 mL dichloromethane ... As a reaction SMILES: [H-].[Na+].[CH3:3][C:4]1([CH3:19])[O:18][C:7]2=[CH:8][C:9]3[CH2:10][C:11](=[O:17])[N:12]([CH2:15][CH3:16])[C:13]=3[CH:14]=[C:6]2[CH2:5]1.[C:20](=O)([O:24]CC)[O:21][CH2:22][CH3:23].Cl>C(Cl)Cl.C1C=CC=CC=1>[CH3:19][C:4]1([CH3:3])[O:18][C:7]2=[CH:8][C:9]3[CH:10]([C:20]([O:21][CH2:22][CH3:23])=[O:24])[C:11](=[O:17])[N:12]([CH2:15][CH3:16])[C:13]=3[CH:14]=[C:6]2[CH2:5]1 |f:0.1|. Starting materials: [H-].[Na+] (sodium hydride), Cl (hydrochloric acid), CC1(CC=2C(=CC=3CC(N(C3C2)CC)=O)O1)C (2,2-dimethyl-5-ethyl-6-oxo-2,3,6,7-tetrahydro-furo[2,3-f]indole), C(OCC)(OCC)=O (diethyl carbonate). Solvent: C(Cl)Cl (methylene chloride), C1=CC=CC=C1 (benzene). Procedure details: To a slurry of 26.4 mg. (1.1 mmoles) of sodium hydride in 2 ml. of benzene was added 231 mg. (1 mmole) of 2,2-dimethyl-5-ethyl-6-oxo-2,3,6,7-tetrahydro-furo[2,3-f]indole and the resultant reaction mixture stirred for 5 minutes. To the reaction mixture was added 0.13 ml. (1.1 mmoles) of diethyl carbonate, and the mixture allowed to stir 18 hours. The reaction is then added to methylene chloride and 4N hydrochloric acid, and the organic phase separated, washed with water and a saturated brine solu... Product: CC1(CC=2C(=CC=3C(C(N(C3C2)CC)=O)C(=O)OCC)O1)C (Ethyl 2,2-dimethyl-5-ethyl-6-oxo-2,3,6,7-tetrahydro-furo[2,3-f]indole-7-carboxylate). Run at time 5 minute. Yield: 51.0%.